From a dataset of the Open Reaction Database (ORD), a public repository of structured organic reaction records. describe an organic reaction: reactants, conditions, products, and yield The reactants are C(C)(=O)O[BH-](OC(C)=O)OC(C)=O.[Na+] (sodium triacetoxyborohydride), COC1=CC=C(C=C1)C(N1N=C(C2=C1C1=CC=C(C=C1C2)CN2CCN(CC2)C)C2=CC=C(S2)C=O)C2=CC=C(C=C2)OC (5-{1-[bis(4-methoxyphenyl)methyl]-6-[(4-methyl-1-piperazinyl)methyl]-1,4-dihydroindeno[1,2-c]pyrazol-3-yl}-2-thiophenecarbaldehyde), solution, CN (methylamine), C(C)(=O)O (acetic acid). The solvent is C(C)(=O)OCC (ethyl acetate), CO (methanol), O1CCCC1 (tetrahydrofuran), O1CCCC1 (tetrahydrofuran). Reaction conditions: time 5 hour. Yields the product COC1=CC=C(C=C1)C(N1N=C(C2=C1C1=CC=C(C=C1C2)CN2CCN(CC2)C)C2=CC=C(S2)CNC)C2=CC=C(C=C2)OC ((5-{1-[bis(4-methoxyphenyl)methyl]-6-[(4-methyl-1-piperazinyl)methyl]-1,4-dihydroindeno[1,2-c]pyrazol-3-yl}-2-thienyl methyl]-N-methylamine). As a reaction SMILES: [CH3:1][O:2][C:3]1[CH:8]=[CH:7][C:6]([CH:9]([C:37]2[CH:42]=[CH:41][C:40]([O:43][CH3:44])=[CH:39][CH:38]=2)[N:10]2[C:14]3[C:15]4[C:20]([CH2:21][C:13]=3[C:12]([C:30]3[S:34][C:33]([CH:35]=O)=[CH:32][CH:31]=3)=[N:11]2)=[CH:19][C:18]([CH2:22][N:23]2[CH2:28][CH2:27][N:26]([CH3:29])[CH2:25][CH2:24]2)=[CH:17][CH:16]=4)=[CH:5][CH:4]=1.[CH3:45][NH2:46].C(O)(=O)C.C(O[BH-](OC(=O)C)OC(=O)C)(=O)C.[Na+]>CO.O1CCCC1.C(OCC)(=O)C>[CH3:44][O:43][C:40]1[CH:41]=[CH:42][C:37]([CH:9]([C:6]2[CH:5]=[CH:4][C:3]([O:2][CH3:1])=[CH:8][CH:7]=2)[N:10]2[C:14]3[C:15]4[C:20]([CH2:21][C:13]=3[C:12]([C:30]3[S:34][C:33]([CH2:35][NH:46][CH3:45])=[CH:32][CH:31]=3)=[N:11]2)=[CH:19][C:18]([CH2:22][N:23]2[CH2:28][CH2:27][N:26]([CH3:29])[CH2:25][CH2:24]2)=[CH:17][CH:16]=4)=[CH:38][CH:39]=1 |f:3.4|. Procedure: To a solution of Example 331 (1.2 g, 2.0 mmol) in methanol (10 mL) and tetrahydrofuran (5 mL) added a 2M solution of methylamine in tetrahydrofuran (5 mL) and acetic acid (0.6 mL, 10 mmol). Then sodium triacetoxyborohydride (1.25 g, 6 mmol) was added and the mixture was stirred at room temperature for about 5 hours. The mixture was diluted with ethyl acetate, washed with saturated aqueous sodium carbonate and the aqueous phase was extracted with ethyl acetate. The combined organic layers were dr...